This data is from the Open Reaction Database (ORD), a public repository of structured organic reaction records. The task is: describe an organic reaction: reactants, conditions, products, and yield Starting materials: CN(C)C=O, Cc1oc(-c2ccccc2)nc1COc1ccc(CCl)cc1, [H-], [Na+], O, COCOc1ccc(O)c(CC#N)c1. The product is COCOc1ccc(OCc2ccc(OCc3nc(-c4ccccc4)oc3C)cc2)c(CC#N)c1. RXN SMILES: [CH3:37][N:38]([CH3:39])[CH:40]=[O:41].[Cl:1][CH2:2][c:3]1[cH:4][cH:5][c:6]([O:7][CH2:8][c:9]2[n:10][c:11](-[c:15]3[cH:16][cH:17][cH:18][cH:19][cH:20]3)[o:12][c:13]2[CH3:14])[cH:21][cH:22]1.[H-:42].[Na+:43].[OH2:44].[OH:23][c:24]1[c:25]([CH2:34][C:35]#[N:36])[cH:26][c:27]([O:30][CH2:31][O:32][CH3:33])[cH:28][cH:29]1>>[CH2:2]([c:3]1[cH:4][cH:5][c:6]([O:7][CH2:8][c:9]2[n:10][c:11](-[c:15]3[cH:16][cH:17][cH:18][cH:19][cH:20]3)[o:12][c:13]2[CH3:14])[cH:21][cH:22]1)[O:23][c:24]1[c:25]([CH2:34][C:35]#[N:36])[cH:26][c:27]([O:30][CH2:31][O:32][CH3:33])[cH:28][cH:29]1.